Dataset: the Open Reaction Database (ORD), a public repository of structured organic reaction records. Task: describe an organic reaction: reactants, conditions, products, and yield Reaction SMILES: [C:34]([O:35][BH-:36]([O:37][C:38](=[O:39])[CH3:40])[O:41][C:42](=[O:43])[CH3:44])(=[O:45])[CH3:46].[CH3:16][O:17][c:18]1[cH:19][c:20]2[cH:21][cH:22][cH:23][n:24][c:25]2[c:26]([N:28]2[CH2:29][CH2:30][NH:31][CH2:32][CH2:33]2)[cH:27]1.[CH3:1][O:2][c:3]1[cH:4][cH:5][cH:6][c:7]2[c:8]([CH2:12][C:13](=[O:14])[CH3:15])[cH:9][o:10][c:11]12.[CH3:52][C:53](=[O:54])[OH:55].[Cl:48][CH2:49][CH2:50][Cl:51].[Na+:47]>>[CH3:1][O:2][c:3]1[cH:4][cH:5][cH:6][c:7]2[c:8]([CH2:12][CH:13]([CH3:15])[N:31]3[CH2:30][CH2:29][N:28]([c:26]4[c:25]5[c:20]([cH:19][c:18]([O:17][CH3:16])[cH:27]4)[cH:21][cH:22][cH:23][n:24]5)[CH2:33][CH2:32]3)[cH:9][o:10][c:11]12. Starting materials: CC(=O)O[BH-](OC(C)=O)OC(C)=O, COc1cc(N2CCNCC2)c2ncccc2c1, COc1cccc2c(CC(C)=O)coc12, CC(=O)O, ClCCCl, [Na+]. Product: COc1cc(N2CCN(C(C)Cc3coc4c(OC)cccc34)CC2)c2ncccc2c1.